From a dataset of the Open Reaction Database (ORD), a public repository of structured organic reaction records. describe an organic reaction: reactants, conditions, products, and yield The reactants are S(=O)(Cl)Cl (Thionyl chloride), C(C)(=O)OCC1(CCC1)C(=O)O (1-acetoxymethylcyclobutanecarboxylic acid). Conditions: time 1 hour. The product is C(C)(=O)OCC1(CCC1)C(=O)Cl (1-Acetoxymethylcyclobutanecarbonyl chloride). As a reaction SMILES: S(Cl)([Cl:3])=O.[C:5]([O:8][CH2:9][C:10]1([C:14]([OH:16])=O)[CH2:13][CH2:12][CH2:11]1)(=[O:7])[CH3:6]>>[C:5]([O:8][CH2:9][C:10]1([C:14]([Cl:3])=[O:16])[CH2:13][CH2:12][CH2:11]1)(=[O:7])[CH3:6]. Procedure details: Thionyl chloride (1.65 ml, 22.7 mmol) was added to neat 1-acetoxymethylcyclobutanecarboxylic acid (3.3 g, 18.9 mmol). The resulting mixture was stirred at room temperature for 1 hour, then heated on a steam bath for 5 minutes. After cooling, the excess thionyl chloride, HCl and SO2 were removed under reduced pressure (water aspirator). The remained residue was purified by distillation to provide the desired product as a colorless oil: bp 51°-3° C. (0.02 mm); NMR (CDCl3) δ=1.8~2.7 (9H, m containi... The reactants are ClCn1nnc2ccccc21, Cc1ccc(S(=O)(=O)N2CCCC2C(=O)Nc2ccccc2)cc1Cl, [H-], [Na+], CN(C)C=O. Product: Cc1ccc(S(=O)(=O)N2CCCC2C(=O)N(Cn2nnc3ccccc32)c2ccccc2)cc1Cl. RXN SMILES: [Cl:28][CH2:29][n:30]1[n:31][n:32][c:33]2[c:34]1[cH:35][cH:36][cH:37][cH:38]2.[Cl:3][c:4]1[cH:5][c:6]([S:11](=[O:12])(=[O:13])[N:14]2[CH:15]([C:19](=[O:20])[NH:21][c:22]3[cH:23][cH:24][cH:25][cH:26][cH:27]3)[CH2:16][CH2:17][CH2:18]2)[cH:7][cH:8][c:9]1[CH3:10].[H-:2].[Na+:1].[O:39]=[CH:40][N:41]([CH3:42])[CH3:43]>>[Cl:3][c:4]1[cH:5][c:6]([S:11](=[O:12])(=[O:13])[N:14]2[CH:15]([C:19](=[O:20])[N:21]([c:22]3[cH:23][cH:24][cH:25][cH:26][cH:27]3)[CH2:29][n:30]3[n:31][n:32][c:33]4[c:34]3[cH:35][cH:36][cH:37][cH:38]4)[CH2:16][CH2:17][CH2:18]2)[cH:7][cH:8][c:9]1[CH3:10]. The reactants are COC=1C=C(C=CC1[N+](=O)[O-])CC(=O)OC(C)(C)C (t-butyl 3-methoxy-4-nitrophenylacetate). Reagents/catalysts: [Pd] (Pd on carbon). Run in C(C)(=O)OCC (ethyl acetate), CO (methanol). Conditions: time 2 hour. The product is NC1=C(C=C(C=C1)CC(=O)OC(C)(C)C)OC (t-butyl 4-amino-3-methoxyphenylacetate). Yield: 96.2%. RXN SMILES: [CH3:1][O:2][C:3]1[CH:4]=[C:5]([CH2:12][C:13]([O:15][C:16]([CH3:19])([CH3:18])[CH3:17])=[O:14])[CH:6]=[CH:7][C:8]=1[N+:9]([O-])=O>C(OCC)(=O)C.CO.[Pd]>[NH2:9][C:8]1[CH:7]=[CH:6][C:5]([CH2:12][C:13]([O:15][C:16]([CH3:17])([CH3:19])[CH3:18])=[O:14])=[CH:4][C:3]=1[O:2][CH3:1]. Procedure details: A mixture of t-butyl 3-methoxy-4-nitrophenylacetate (0.144 g, 0.539 mmol) and 10% Pd on carbon (0.155 g) in ethyl acetate (8 mL) and methanol (2 mL) was stirred under H2 (40-60 psi) for 2 h. The mixture was filtered through Celite and the filtrate concentrated to afford t-butyl 4-amino-3-methoxyphenylacetate (0.123 g, 96%) as a light yellow oil: 1H NMR (CDCl3, 300 MHz, ppm) 6.70 (m, 3H), 4.04 (bs, 2H), 3.84 (s, 3H), 3.42 (s, 2H), 1.43 (s, 9H). The reactants are CC(C)(C)OC(=O)NC(CO)Cc1ccc(OCCCO[Si](C)(C)C(C)(C)C)cc1, O=S(Cl)Cl, c1ccncc1. Product: CC(C)(C)OC(=O)NC(CO)Cc1ccc(OCCCCl)cc1. RXN SMILES: [C:1]([Si:2]([CH3:3])([CH3:4])[O:5][CH2:7][CH2:8][CH2:9][O:10][c:11]1[cH:12][cH:13][c:14]([CH2:17][CH:18]([CH2:19][OH:20])[NH:21][C:22]([O:23][C:24]([CH3:25])([CH3:26])[CH3:27])=[O:28])[cH:15][cH:16]1)([CH3:6])([CH3:29])[CH3:30].[S:31]([Cl:32])([Cl:33])=[O:34].[cH:35]1[cH:36][cH:37][n:38][cH:39][cH:40]1>>[CH2:7]([CH2:8][CH2:9][O:10][c:11]1[cH:12][cH:13][c:14]([CH2:17][CH:18]([CH2:19][OH:20])[NH:21][C:22]([O:23][C:24]([CH3:25])([CH3:26])[CH3:27])=[O:28])[cH:15][cH:16]1)[Cl:33]. Starting materials: CN1CCOCC1, O=C=Nc1cccc(Cl)c1F, Cl, Cl, [N-]=C=O, CC1CN(CCCN2CCC3(CC3)C(O)C2)C(=O)CCN1. Yields the product CC1CN(CCCN2CCC3(CC3)C(O)C2)C(=O)CCN1C(=O)Nc1cccc(Cl)c1F. As a reaction SMILES: [CH3:38][N:39]1[CH2:40][CH2:41][O:42][CH2:43][CH2:44]1.[Cl:24][c:25]1[c:26]([F:34])[c:27]([N:31]=[C:32]=[O:33])[cH:28][cH:29][cH:30]1.[ClH:1].[ClH:2].[N-:35]=[C:36]=[O:37].[OH:3][CH:4]1[C:5]2([CH2:6][CH2:7]2)[CH2:8][CH2:9][N:10]([CH2:12][CH2:13][CH2:14][N:15]2[CH2:16][CH:17]([CH3:23])[NH:18][CH2:19][CH2:20][C:21]2=[O:22])[CH2:11]1>>[OH:3][CH:4]1[C:5]2([CH2:6][CH2:7]2)[CH2:8][CH2:9][N:10]([CH2:12][CH2:13][CH2:14][N:15]2[CH2:16][CH:17]([CH3:23])[N:18]([C:32]([NH:31][c:27]3[c:26]([F:34])[c:25]([Cl:24])[cH:30][cH:29][cH:28]3)=[O:33])[CH2:19][CH2:20][C:21]2=[O:22])[CH2:11]1.